From a dataset of the Open Reaction Database (ORD), a public repository of structured organic reaction records. describe an organic reaction: reactants, conditions, products, and yield Procedure details: The crude product of the title compound was synthesized by conducting the similar reaction to that mentioned in Example 1 (1f) using {4-[5-(4-benzylphenyl)-1,2,4-oxadiazol-3-yl]-2-thienyl}methanol (95 mg, 0.27 mmol) that was obtained in Example 6 (6a), carbon tetrabromide (0.18 g, 0.54 mmol), triphenylphosphine (0.14 g, 0.54 mmol), ethyl 3-azetidinecarboxylate hydrochloride (67 mg, 0.41 mmol), and N,N-diisopropylethylamine (0.12 ml, 0.68 mmol). Subsequently, the crude product of the title compou... Reaction SMILES: [CH2:1]([C:8]1[CH:13]=[CH:12][C:11]([C:14]2[O:18][N:17]=[C:16]([C:19]3[CH:20]=[C:21]([CH2:24]O)[S:22][CH:23]=3)[N:15]=2)=[CH:10][CH:9]=1)[C:2]1[CH:7]=[CH:6][CH:5]=[CH:4][CH:3]=1.C(Br)(Br)(Br)Br.C1(P(C2C=CC=CC=2)C2C=CC=CC=2)C=CC=CC=1.Cl.[NH:51]1[CH2:54][CH:53]([C:55]([O:57][CH2:58][CH3:59])=[O:56])[CH2:52]1.C(N(CC)C(C)C)(C)C>>[CH2:1]([C:8]1[CH:13]=[CH:12][C:11]([C:14]2[O:18][N:17]=[C:16]([C:19]3[CH:20]=[C:21]([CH2:24][N:51]4[CH2:54][CH:53]([C:55]([O:57][CH2:58][CH3:59])=[O:56])[CH2:52]4)[S:22][CH:23]=3)[N:15]=2)=[CH:10][CH:9]=1)[C:2]1[CH:3]=[CH:4][CH:5]=[CH:6][CH:7]=1 |f:3.4|. Reactants: C(Br)(Br)(Br)Br (carbon tetrabromide), C(C)(C)N(C(C)C)CC (N,N-diisopropylethylamine), Example 6 ( 6a ), Cl.N1CC(C1)C(=O)OCC (ethyl 3-azetidinecarboxylate hydrochloride), Example 1 ( 1f ), C(C1=CC=CC=C1)C1=CC=C(C=C1)C1=NC(=NO1)C=1C=C(SC1)CO ({4-[5-(4-benzylphenyl)-1,2,4-oxadiazol-3-yl]-2-thienyl}methanol), C1(=CC=CC=C1)P(C1=CC=CC=C1)C1=CC=CC=C1 (triphenylphosphine). Product: crude product, C(C1=CC=CC=C1)C1=CC=C(C=C1)C1=NC(=NO1)C=1C=C(SC1)CN1CC(C1)C(=O)OCC (Ethyl 1-({4-[5-(4-benzylphenyl)-1,2,4-oxadiazol-3-yl]-2-thienyl}methyl)azetidine-3-carboxylate). Reactants: C1(CCC1)[C@@H](C1=CC(=CC=C1)F)NC(=O)C1=C(N(C(C(=C1C)C#C)=O)C1=CC=CC=C1)C (5-ethynyl-2,4-dimethyl-6-oxo-1-phenyl-1,6-dihydro-pyridine-3-carboxylic acid [(S)-cyclobutyl-(3-fluoro-phenyl)-methyl]-amide). The solvent is CO (methanol). Run at time 90 minute. Yields the product C1(CCC1)[C@@H](C1=CC(=CC=C1)F)NC(=O)C1=C(N(C(C(=C1C)CC)=O)C1=CC=CC=C1)C (5-Ethyl-2,4-dimethyl-6-oxo-1-phenyl-1,6-dihydro-pyridine-3-carboxylic acid [(S)-cyclobutyl-(3-fluoro-phenyl)-methyl]-amide), residue. The yield is 89.0%. Reaction SMILES: [CH:1]1([C@H:5]([NH:13][C:14]([C:16]2[C:21]([CH3:22])=[C:20]([C:23]#[CH:24])[C:19](=[O:25])[N:18]([C:26]3[CH:31]=[CH:30][CH:29]=[CH:28][CH:27]=3)[C:17]=2[CH3:32])=[O:15])[C:6]2[CH:11]=[CH:10][CH:9]=[C:8]([F:12])[CH:7]=2)[CH2:4][CH2:3][CH2:2]1>CO>[CH:1]1([C@H:5]([NH:13][C:14]([C:16]2[C:21]([CH3:22])=[C:20]([CH2:23][CH3:24])[C:19](=[O:25])[N:18]([C:26]3[CH:27]=[CH:28][CH:29]=[CH:30][CH:31]=3)[C:17]=2[CH3:32])=[O:15])[C:6]2[CH:11]=[CH:10][CH:9]=[C:8]([F:12])[CH:7]=2)[CH2:4][CH2:3][CH2:2]1. Procedure details: To a solution of 5-ethynyl-2,4-dimethyl-6-oxo-1-phenyl-1,6-dihydro-pyridine-3-carboxylic acid [(S)-cyclobutyl-(3-fluoro-phenyl)-methyl]-amide (12.6 mg, 0.0294 mmol) in methanol (2 mL) 10% palladium on charcoal (9.1 mg) was added, It was degassed in vacuo and filled with hydrogen for 3 times then stirred vigorously for 90 min. It was evaporated, sonicated with ethyl acetate, filtered through a 2 g plug of silica gel, eluted with ethyl acetate and evaporated to give the title compound as a pale ye... Starting materials: C(C)(C)(C)C1=CC=C(C(=O)Cl)C=C1 (4-tert-butylbenzoyl chloride), NC1=C(C(=O)NC2=CC=C(C=C2)OC)C=CC=C1C (2-amino-N-(4-methoxyphenyl)-3-methylbenzamide). Product: C(C)(C)(C)C1=CC=C(C(=O)NC2=C(C(=O)NC3=CC=C(C=C3)OC)C=CC=C2C)C=C1 (2-[(4-tert-Butylbenzoyl)amino]-N-(4-methoxyphenyl)-3-methylbenzamide). Isolated yield 45.0%. As a reaction SMILES: [C:1]([C:5]1[CH:13]=[CH:12][C:8]([C:9](Cl)=[O:10])=[CH:7][CH:6]=1)([CH3:4])([CH3:3])[CH3:2].[NH2:14][C:15]1[C:31]([CH3:32])=[CH:30][CH:29]=[CH:28][C:16]=1[C:17]([NH:19][C:20]1[CH:25]=[CH:24][C:23]([O:26][CH3:27])=[CH:22][CH:21]=1)=[O:18]>>[C:1]([C:5]1[CH:13]=[CH:12][C:8]([C:9]([NH:14][C:15]2[C:31]([CH3:32])=[CH:30][CH:29]=[CH:28][C:16]=2[C:17]([NH:19][C:20]2[CH:25]=[CH:24][C:23]([O:26][CH3:27])=[CH:22][CH:21]=2)=[O:18])=[O:10])=[CH:7][CH:6]=1)([CH3:4])([CH3:3])[CH3:2]. Procedure: Using the procedure described in Example 93, Part A, 4-tert-butylbenzoyl chloride (1.76 mmol) and 2-amino-N-(4-methoxyphenyl)-3-methylbenzamide (1.6 mmol) yielded 0.30 g (45%) of the title compound. Starting materials: CC(C)(C)OC(=O)NC1Cc2ccccc2C1Oc1ccc(OCc2ccccc2)cc1, CN(C)C=O, [H-], CI, [Na+]. Product: CN(C(=O)OC(C)(C)C)C1Cc2ccccc2C1Oc1ccc(OCc2ccccc2)cc1. Reaction SMILES: [CH2:3]([c:4]1[cH:5][cH:6][cH:7][cH:8][cH:9]1)[O:10][c:11]1[cH:12][cH:13][c:14]([O:15][CH:16]2[CH:17]([NH:25][C:26](=[O:27])[O:28][C:29]([CH3:30])([CH3:31])[CH3:32])[CH2:18][c:19]3[cH:20][cH:21][cH:22][cH:23][c:24]32)[cH:33][cH:34]1.[CH3:37][N:38]([CH3:39])[CH:40]=[O:41].[H-:1].[I:35][CH3:36].[Na+:2]>>[CH2:3]([c:4]1[cH:5][cH:6][cH:7][cH:8][cH:9]1)[O:10][c:11]1[cH:12][cH:13][c:14]([O:15][CH:16]2[CH:17]([N:25]([C:26](=[O:27])[O:28][C:29]([CH3:30])([CH3:31])[CH3:32])[CH3:36])[CH2:18][c:19]3[cH:20][cH:21][cH:22][cH:23][c:24]32)[cH:33][cH:34]1. Starting materials: COC1=CC=C(C=C1)S(=O)(=O)N([C@@H](C(=O)O)C1CCN(CC1)C(=O)OCCC1=C2C(=CC=C1)OCO2)CC2=CC=NC=C2 (2-(R)-[(4-methoxybenzenesulfonyl)(4-picolyl)amino]-2-[(N-(2-(2,3-methylenedioxyphenyl)-ethoxycarbonyl))-4-piperidinyl]acetic acid), C(C1=CC=CC=C1)(C1=CC=CC=C1)(C1=CC=CC=C1)ON (O-tritylhydroxylamine), CN1CCOCC1 (N-methylmorpholine), ON1N=NC2=C1N=CC=C2 (1-hydroxy-7-azabenzotriazole), Cl.C(C)N=C=NCCCN(C)C (1-ethyl-3-(3-dimethylaminopropyl)carbodiimide hydrochloride). The solvent is C(C)(=O)OCC (ethyl acetate), C(Cl)Cl (methylene chloride). Run at time 18 hour. Yields the product C(C1=CC=CC=C1)(C1=CC=CC=C1)(C1=CC=CC=C1)ONC([C@@H](C1CCN(CC1)C(=O)OCCC1=C2C(=CC=C1)OCO2)N(CC2=CC=NC=C2)S(=O)(=O)C2=CC=C(C=C2)OC)=O (N-(trityl-oxy)-2-(R)-[(4-methoxybenzenesulfonyl) (4-picolyl)amino]-2-[(N-(2-(2,3-methylenedioxy-phenyl)-ethoxycarbonyl))-4-piperidinyl]acetamide). Reaction SMILES: [CH3:1][O:2][C:3]1[CH:8]=[CH:7][C:6]([S:9]([N:12]([CH2:37][C:38]2[CH:43]=[CH:42][N:41]=[CH:40][CH:39]=2)[C@H:13]([CH:17]2[CH2:22][CH2:21][N:20]([C:23]([O:25][CH2:26][CH2:27][C:28]3[CH:33]=[CH:32][CH:31]=[C:30]4[O:34][CH2:35][O:36][C:29]=34)=[O:24])[CH2:19][CH2:18]2)[C:14]([OH:16])=O)(=[O:11])=[O:10])=[CH:5][CH:4]=1.[C:44]([O:63][NH2:64])([C:57]1[CH:62]=[CH:61][CH:60]=[CH:59][CH:58]=1)([C:51]1[CH:56]=[CH:55][CH:54]=[CH:53][CH:52]=1)[C:45]1[CH:50]=[CH:49][CH:48]=[CH:47][CH:46]=1.CN1CCOCC1.ON1C2N=CC=CC=2N=N1.Cl.C(N=C=NCCCN(C)C)C>C(Cl)Cl.C(OCC)(=O)C>[C:44]([O:63][NH:64][C:14](=[O:16])[C@H:13]([N:12]([S:9]([C:6]1[CH:7]=[CH:8][C:3]([O:2][CH3:1])=[CH:4][CH:5]=1)(=[O:11])=[O:10])[CH2:37][C:38]1[CH:39]=[CH:40][N:41]=[CH:42][CH:43]=1)[CH:17]1[CH2:22][CH2:21][N:20]([C:23]([O:25][CH2:26][CH2:27][C:28]2[CH:33]=[CH:32][CH:31]=[C:30]3[O:34][CH2:35][O:36][C:29]=23)=[O:24])[CH2:19][CH2:18]1)([C:51]1[CH:52]=[CH:53][CH:54]=[CH:55][CH:56]=1)([C:57]1[CH:62]=[CH:61][CH:60]=[CH:59][CH:58]=1)[C:45]1[CH:50]=[CH:49][CH:48]=[CH:47][CH:46]=1 |f:4.5|. Reported procedure: To a solution of the crude 2-(R)-[(4-methoxybenzenesulfonyl)(4-picolyl)amino]-2-[(N-(2-(2,3-methylenedioxyphenyl)-ethoxycarbonyl))-4-piperidinyl]acetic acid (0.66 mmol) in methylene chloride (35 ml) is added O-tritylhydroxylamine (547 mg, 1.98 mmol), N-methylmorpholine (0.44 ml, 3.97 mmol), 1-hydroxy-7-azabenzotriazole (90 mg, 0.66 mmol) and 1-ethyl-3-(3-dimethylaminopropyl)carbodiimide hydrochloride (165 mg, 0.86 mmol). The reaction mixture is stired at room temperature for 18 hours, diluted wi... Reactants: Ice water, [H-].[Na+] (sodium hydride), CC=1C=CC=C2CC(NC12)=O (7-methyl-1,3-dihydro-indol-2-one), CN(C)C=O (DMF), IC (iodomethane). Conditions: time 30 minute. The product is CN1C(C(C2=CC=CC(=C12)C)(C)C)=O (1,3,3,7-tetramethyl-1,3-dihydro-indol-2-one). Reaction SMILES: [H-].[Na+].[CH3:3][C:4]1[CH:5]=[CH:6][CH:7]=[C:8]2[C:12]=1N[C:10](=O)[CH2:9]2.IC.[CH3:16][N:17]([CH:19]=[O:20])[CH3:18]>>[CH3:16][N:17]1[C:18]2[C:5](=[CH:6][CH:7]=[CH:8][C:9]=2[CH3:10])[C:4]([CH3:12])([CH3:3])[C:19]1=[O:20] |f:0.1|. Procedure: 2.00 g (50.0 mmol) sodium hydride (55%, suspension in mineral oil) were added at 0° C. to 2.34 g (3.58 mmol) 7-methyl-1,3-dihydro-indol-2-one in 20 mL DMF and the mixture was stirred for 30 min. Then 3.00 mL (48.2 mmol) iodomethane were added and the mixture was stirred for 2 h at RT. Ice water was added to the reaction mixture, then it was extracted with DCM and aqueous sodium hydrogen carbonate solution. The organic phase was dried on sodium sulphate, filtered and evaporated down i. vac. The r... The reactants are S(=O)(=O)([O-])OOS(=O)(=O)[O-].[K+].[K+] (potassium persulfate), ClC1=CC2=C(C=C1)C1(CCCC3=C1C=C(S3)C3=CC=NC=C3)OC2=O (5-chloro-2′-pyridin-4-yl-6′,7′-dihydro-3H,5′H-spiro[2-benzofuran-1,4′-[1]benzothiophen]-3-one), CC1=CC(=NC(=C1)C)C (γ-collidine), S(=O)(=O)([O-])OOS(=O)(=O)[O-].[K+].[K+] (potassium persulfate), O1CCOCC1 (1,4-dioxane), O1CCOCC1 (1,4-dioxane), CC1=CC(=NC(=C1)C)C (γ-collidine). Reagents/catalysts: O.O.O.O.O.S(=O)(=O)([O-])[O-].[Cu+2] (copper (II) sulfate pentahydrate), O.O.O.O.O.S(=O)(=O)([O-])[O-].[Cu+2] (copper(II) sulfate pentahydrate). Run in O (water), C(C)#N (acetonitrile), O (water), CCOC(=O)C (EtOAc). Reaction conditions: temperature 80 celsius, time 3.5 hour. Yields the product ClC1=CC2=C(C=C1)C1(CCC(C3=C1C=C(S3)C3=CC=NC=C3)=O)OC2=O (5-chloro-2′-pyridin-4-yl-5′,6′-dihydro-3H,7′H-spiro[2-benzofuran-1,4′-[1]benzothiophene]-3,7′-dione). The yield is 3.0%. As a reaction SMILES: [Cl:1][C:2]1[CH:7]=[CH:6][C:5]2[C:8]3([O:23][C:24](=[O:25])[C:4]=2[CH:3]=1)[C:13]1[CH:14]=[C:15]([C:17]2[CH:22]=[CH:21][N:20]=[CH:19][CH:18]=2)[S:16][C:12]=1[CH2:11][CH2:10][CH2:9]3.[O:26]1CCOCC1.S(OOS([O-])(=O)=O)([O-])(=O)=O.[K+].[K+].CC1C=C(C)N=C(C)C=1>O.CCOC(C)=O.O.O.O.O.O.S([O-])([O-])(=O)=O.[Cu+2].C(#N)C>[Cl:1][C:2]1[CH:7]=[CH:6][C:5]2[C:8]3([O:23][C:24](=[O:25])[C:4]=2[CH:3]=1)[C:13]1[CH:14]=[C:15]([C:17]2[CH:22]=[CH:21][N:20]=[CH:19][CH:18]=2)[S:16][C:12]=1[C:11](=[O:26])[CH2:10][CH2:9]3 |f:2.3.4,8.9.10.11.12.13.14|. Procedure details: In a 100 mL round bottomed flask was placed 5-chloro-2′-pyridin-4-yl-6′,7′-dihydro-3H,5′H-spiro[2-benzofuran-1,4′-[1]benzothiophen]-3-one (0.714 g, 1.94 mmol) (including side product) along with 1,4-dioxane (20 mL) and acetonitrile (10 mL). To the mixture was added a suspension of potassium persulfate (1.85 g, 6.84 mmol) and copper (II) sulfate pentahydrate (180 mg, 0.72 mmol) in water (20 mL) followed by γ-collidine (0.897 mL, 6.79 mmol). The mixture was stirred for 3.5 hr at 80° C. Again, to t... Reactants: CCOC(=O)CCN1Cc2cc(C=CC(=O)OC(C)(C)C)cnc2NC1=O, CN(C)CCN1Cc2cc(C=CC(=O)OC(C)(C)C)cnc2NC1=O. The product is CCOC(=O)CCN1Cc2cc(C=CC(=O)O)cnc2NC1=O. Reaction SMILES: [C:1]([CH3:2])([CH3:3])([CH3:4])[O:5][C:6]([CH:7]=[CH:8][c:9]1[cH:10][c:11]2[c:12]([n:25][cH:26]1)[NH:13][C:14](=[O:24])[N:15]([CH2:17][CH2:18][C:19](=[O:20])[O:21][CH2:22][CH3:23])[CH2:16]2)=[O:27].[C:28]([O:29][C:30](=[O:31])[CH:32]=[CH:33][c:34]1[cH:35][n:36][c:37]2[c:48]([cH:49]1)[CH2:47][N:41]([CH2:42][CH2:43][N:44]([CH3:45])[CH3:46])[C:39](=[O:40])[NH:38]2)([CH3:50])([CH3:51])[CH3:52]>>[O:5]=[C:6]([CH:7]=[CH:8][c:9]1[cH:10][c:11]2[c:12]([n:25][cH:26]1)[NH:13][C:14](=[O:24])[N:15]([CH2:17][CH2:18][C:19](=[O:20])[O:21][CH2:22][CH3:23])[CH2:16]2)[OH:27]. Starting materials: CNC(=S)N (1-methyl-2-thiourea), COC(=O)N1C[C@@]([C@H](C1)C1=CC(=C(C=C1)OC)OC1CCCC1)(C)C(CBr)=O ((3S,4R)-3-(2-bromoethanoyl)-4-(3-cyclopentyloxy-4-methoxyphenyl)-3-methyl-pyrrolidine-1-carboxylic acid methyl ester). Run in CO (methanol), CO (methanol). Reaction conditions: temperature 70 celsius. Yields the product COC(=O)N1C[C@]([C@H](C1)C1=CC(=C(C=C1)OC)OC1CCCC1)(C=1N=C(SC1)NC)C ((3S,4R)-4-(3-Cyclopentyloxy-4-methoxyphenyl)-3-methyl-3-(2-methylaminothiazol-4-yl)pyrrolidine-1-carboxylic Acid Methyl Ester). As a reaction SMILES: [CH3:1][NH:2][C:3]([NH2:5])=[S:4].[CH3:6][O:7][C:8]([N:10]1[CH2:14][C@H:13]([C:15]2[CH:20]=[CH:19][C:18]([O:21][CH3:22])=[C:17]([O:23][CH:24]3[CH2:28][CH2:27][CH2:26][CH2:25]3)[CH:16]=2)[C@@:12]([C:30](=O)[CH2:31]Br)([CH3:29])[CH2:11]1)=[O:9]>CO>[CH3:6][O:7][C:8]([N:10]1[CH2:14][C@H:13]([C:15]2[CH:20]=[CH:19][C:18]([O:21][CH3:22])=[C:17]([O:23][CH:24]3[CH2:25][CH2:26][CH2:27][CH2:28]3)[CH:16]=2)[C@:12]([CH3:29])([C:30]2[N:5]=[C:3]([NH:2][CH3:1])[S:4][CH:31]=2)[CH2:11]1)=[O:9]. Reported procedure: To a solution of 1-methyl-2-thiourea (0.038 g, 0.418 mmol) in methanol (1 mL), at 50° C., was added a solution of (3S,4R)-3-(2-bromoethanoyl)-4-(3-cyclopentyloxy-4-methoxyphenyl)-3-methyl-pyrrolidine-1-carboxylic acid methyl ester (0.19 g, 0.42 mmol) in methanol (1 mL). The temperature was raised to 70° C. and refluxed for 2 hours. The reaction mixture then was concentrated under reduced pressure and dissolved in acetonitrile-water (CH3CN—H2O) (1 mL) for purification by HPLC on a C18 column (Lun...